This data is from the Open Reaction Database (ORD), a public repository of structured organic reaction records. The task is: describe an organic reaction: reactants, conditions, products, and yield Starting materials: O=C1N(C=C(C=C1)[N+](=O)[O-])C1=NC=CC(=C1)C1=C(C(=CC2=CC(=C(C=C12)OC)OC)COC(C)=O)COC(C)=O (1-{2-[2-oxo-1,2-dihydro-5-nitropyridin-1-yl]-4-pyridyl}-2,3-bis(acetoxymethyl)-6,7-dimethoxynaphthalene), C[O-].[Na+] (sodium methoxide), C(C)(=O)O (acetic acid). The solvent is CO (methanol). Reaction conditions: time 1 hour. Product: O=C1N(C=C(C=C1)[N+](=O)[O-])C1=NC=CC(=C1)C1=C(C(=CC2=CC(=C(C=C12)OC)OC)CO)CO (1-{2-[2-oxo-1,2-dihydro-5-nitropyridin-1-yl]-4-pyridyl}-2,3-bis(hydroxymethyl)-6,7-dimethoxynaphthalene). The yield is 52.3%. RXN SMILES: [O:1]=[C:2]1[CH:7]=[CH:6][C:5]([N+:8]([O-:10])=[O:9])=[CH:4][N:3]1[C:11]1[CH:16]=[C:15]([C:17]2[C:26]3[C:21](=[CH:22][C:23]([O:29][CH3:30])=[C:24]([O:27][CH3:28])[CH:25]=3)[CH:20]=[C:19]([CH2:31][O:32]C(=O)C)[C:18]=2[CH2:36][O:37]C(=O)C)[CH:14]=[CH:13][N:12]=1.C[O-].[Na+].C(O)(=O)C>CO>[O:1]=[C:2]1[CH:7]=[CH:6][C:5]([N+:8]([O-:10])=[O:9])=[CH:4][N:3]1[C:11]1[CH:16]=[C:15]([C:17]2[C:26]3[C:21](=[CH:22][C:23]([O:29][CH3:30])=[C:24]([O:27][CH3:28])[CH:25]=3)[CH:20]=[C:19]([CH2:31][OH:32])[C:18]=2[CH2:36][OH:37])[CH:14]=[CH:13][N:12]=1 |f:1.2|. Procedure details: To a solution of 1-{2-[2-oxo-1,2-dihydro-5-nitropyridin-1-yl]-4-pyridyl}-2,3-bis(acetoxymethyl)-6,7-dimethoxynaphthalene (1.83 g) in methanol (50 ml) is added sodium methoxide (0.72 g) under ice-cooling. The mixture is stirred at room temperature for one hour. To the mixture is added acetic acid (0.8 ml) under ice-cooling, and the mixture is concentrated under reduced pressure to remove the solvent. To the residue are added chloroform and an aqueous sodium hydrogen carbonate solution, and the ch... Reactants: C1(CCCCC1)N=C=NC1CCCCC1 (dicyclohexylcarbodiimide), OC1=C(C=C(C(=C1)N1C=CC=C1)C)C(C(=O)O)C (2-[2-hydroxy-5-methyl-4-(pyrrol-1-yl)-phenyl]-propionic acid). The solvent is C(Cl)Cl (methylene chloride), C(Cl)Cl (methylene chloride). Run at time 30 minute. Product: CC1C(OC2=C1C=C(C(=C2)N2C=CC=C2)C)=O (3,5-dimethyl-6-(pyrrol-1-yl)-benzofuran-2(3H)-one). As a reaction SMILES: C1(N=C=NC2CCCCC2)CCCCC1.O[C:17]1[CH:22]=[C:21]([N:23]2[CH:27]=[CH:26][CH:25]=[CH:24]2)[C:20]([CH3:28])=[CH:19][C:18]=1[CH:29]([CH3:33])[C:30]([OH:32])=[O:31]>C(Cl)Cl>[CH3:33][CH:29]1[C:18]2[CH:19]=[C:20]([CH3:28])[C:21]([N:23]3[CH:27]=[CH:26][CH:25]=[CH:24]3)=[CH:22][C:17]=2[O:31][C:30]1=[O:32]. Procedure: 2.27 g (11 mmoles) of dicyclohexylcarbodiimide in 20 ml of absolute methylene chloride are added at room temperature to a solution of 2.5 g (10 mmoles) of 2-[2-hydroxy-5-methyl-4-(pyrrol-1-yl)-phenyl]-propionic acid in 30 ml of absolute methylene chloride. The reaction mixture is stirred for approximately 30 minutes at room temperature, the precipitate is filtered off and the filtrate is concentrated in a vacuum rotary evaporator. Distillation yields 3,5-dimethyl-6-(pyrrol-1-yl)-benzofuran-2(3H)... Run in C(C)C(=O)C (methyl ethyl ketone). RXN SMILES: Cl[CH2:2][C:3]1[N:7]=[C:6]([O:8][C:9]2[CH:14]=[CH:13][CH:12]=[CH:11][CH:10]=2)[S:5][N:4]=1.[CH3:15][C:16]1([CH3:26])[C@H:18]([CH:19]=[C:20]([CH3:22])[CH3:21])[C@H:17]1[C:23]([OH:25])=[O:24].C(=O)([O-])[O-].[K+].[K+].O1CCOCCOCCOCCOCCOCC1>C(C(C)=O)C>[CH3:15][C:16]1([CH3:26])[C@H:18]([CH:19]=[C:20]([CH3:21])[CH3:22])[C@H:17]1[C:23]([O:25][CH2:2][C:3]1[N:7]=[C:6]([O:8][C:9]2[CH:14]=[CH:13][CH:12]=[CH:11][CH:10]=2)[S:5][N:4]=1)=[O:24] |f:2.3.4|. The yield is 30.9%. Reported procedure: A mixture of 4.5 g of 3-chloromethyl-5-phenoxy-(1,2,4)-thiadiazole, 3.7 g of (1R,3R) 2,2-dimethyl-3-(2-methyl-1-propenyl)-cyclopropane-1-carboxylic acid, 50 ml of methyl ethyl ketone, 3.2 g of potassium carbonate and 0.1 gof 1,4,7,10,13,16-hexaoxacyclooctadecane was refluxed for 18 hours and was cooled and filtered. The filtrate was evaporated to dryness under reduced pressure and the residue was chromatographed over silica gel. Elution withbenzene yielded 2.2 g of [5-phenoxy-(1,2,4)-thiadiazol-... Starting materials: ClCC1=NSC(=N1)OC1=CC=CC=C1 (3-chloromethyl-5-phenoxy-(1,2,4)-thiadiazole), CC1([C@@H]([C@H]1C=C(C)C)C(=O)O)C ((1R,3R) 2,2-dimethyl-3-(2-methyl-1-propenyl)-cyclopropane-1-carboxylic acid), C([O-])([O-])=O.[K+].[K+] (potassium carbonate), O1CCOCCOCCOCCOCCOCC1 (1,4,7,10,13,16-hexaoxacyclooctadecane). The product is CC1([C@@H]([C@H]1C=C(C)C)C(=O)OCC1=NSC(=N1)OC1=CC=CC=C1)C ([5-phenoxy-(1,2,4)-thiadiazol-3-yl]-methyl (1R,3R)2,2-dimethyl-3-(2-methyl-1-propenyl)-cyclopropane-1-carboxylate). Reactants: C1(=CC=CC=C1)COC1=CC=CC=2CNCCOC21 (9-[(Phenylmethyl)oxy]-2,3,4,5-tetrahydro-1,4-benzoxazepine), O(C(=O)OC(C)(C)C)C(=O)OC(C)(C)C (BOC2O). Run in C(Cl)Cl (DCM). Conditions: time 1 hour. Product: C1(=CC=CC=C1)COC1=CC=CC=2CN(CCOC21)C(=O)OC(C)(C)C (1,1-Dimethylethyl 9-[(phenylmethyl)oxy]-2,3-dihydro-1,4-benzoxazepine-4(5H)-carboxylate). RXN SMILES: [C:1]1([CH2:7][O:8][C:9]2[C:19]3[O:18][CH2:17][CH2:16][NH:15][CH2:14][C:13]=3[CH:12]=[CH:11][CH:10]=2)[CH:6]=[CH:5][CH:4]=[CH:3][CH:2]=1.[O:20](C(OC(C)(C)C)=O)[C:21]([O:23][C:24]([CH3:27])([CH3:26])[CH3:25])=O>C(Cl)Cl>[C:1]1([CH2:7][O:8][C:9]2[C:19]3[O:18][CH2:17][CH2:16][N:15]([C:21]([O:23][C:24]([CH3:27])([CH3:26])[CH3:25])=[O:20])[CH2:14][C:13]=3[CH:12]=[CH:11][CH:10]=2)[CH:6]=[CH:5][CH:4]=[CH:3][CH:2]=1. Procedure: 9-[(Phenylmethyl)oxy]-2,3,4,5-tetrahydro-1,4-benzoxazepine (Preparation 60) (7.01 g, 27.5 mmol) and BOC2O (7.01 ml, 30.2 mmol) were dissolved in DCM (100 ml) and left at room temperature for one hour then evaporated and biotage chromatographed in 5% EtOAc in hexane to remove excess BOC2O and changing to 15% EtOAc in iso-hexane to elute the title compound (8.25 g) as a white solid. MS (ES): C21H25NO4 requires 355; found 256 [M+H−100]+. The reactants are ClC=1C=C(C=CC1S(=O)(=O)C)[C@H](C(=O)NC1=NN(C=C1)C)CC1CCCC1 (3-[2(R)-(3-chloro-4-methanesulfonyl-phenyl)-3-cyclopentyl-propionylamino]-1-methyl-pyrazole), N1=C(C=CC=C1C)C (2,6-lutidine), C1(CC1)CN1N=C(C=C1)N (1-Cyclopropylmethyl-1H-pyrazol-3-ylamine), solution, C(C(=O)Cl)(=O)Cl (oxalyl chloride). The solvent is C(Cl)Cl (methylene chloride), C(Cl)Cl (methylene chloride), C(Cl)Cl (methylene chloride). Conditions: temperature 25 celsius, time 15 minute. The product is ClC=1C=C(C=CC1S(=O)(=O)C)[C@H](C(=O)NC1=NN(C=C1)CC1CC1)CC1CCCC1 (2-(R)-(3-chloro-4-methanesulfonyl-phenyl)-3-cyclopentyl-N-(1-cyclopropylmethyl-1H-pyrazol-3-yl)-propionamide). The yield is 29.3%. Reaction SMILES: [Cl:1][C:2]1[CH:3]=[C:4]([C@@H:12]([CH2:22][CH:23]2[CH2:27][CH2:26][CH2:25][CH2:24]2)[C:13]([NH:15][C:16]2[CH:20]=[CH:19][N:18]([CH3:21])[N:17]=2)=[O:14])[CH:5]=[CH:6][C:7]=1[S:8]([CH3:11])(=[O:10])=[O:9].C(Cl)(=O)C(Cl)=O.N1[C:39]([CH3:40])=[CH:38]C=CC=1C.C1(CN2C=CC(N)=N2)CC1>C(Cl)Cl>[Cl:1][C:2]1[CH:3]=[C:4]([C@@H:12]([CH2:22][CH:23]2[CH2:24][CH2:25][CH2:26][CH2:27]2)[C:13]([NH:15][C:16]2[CH:20]=[CH:19][N:18]([CH2:21][CH:38]3[CH2:39][CH2:40]3)[N:17]=2)=[O:14])[CH:5]=[CH:6][C:7]=1[S:8]([CH3:11])(=[O:10])=[O:9]. Procedure: 2-(R)-(3-Chloro-4-methanesulfonyl-phenyl)-3-cyclopentyl-propionic acid (prepared as in PCT WO 2004/052869 A1, Example 1, 410 mg, 1.23 mmol) was suspended in methylene chloride (7 mL) and a 2.0 M solution of oxalyl chloride in methylene chloride (615 μL, 1.23 mmol) was added and the reaction stirred at 25° C. for 15 min. The solution was chilled to 0° C. and 2,6-lutidine (293 μL, 2.46 mmol) was added dropwise. The reaction continued to stir at 0° C. for 15 min. 1-Cyclopropylmethyl-1H-pyrazol-3-yl... The reactants are [N+](=O)([O-])C1=CC=C(C=N1)N1CCCCC1 (6′-Nitro-3,4,5,6-tetrahydro-2H-[1,3′]bipyridinyl), O (water), C(C)(=O)O (acetic acid). The reagents and catalysts are [Fe] (iron). Solvent: C1CCOC1 (THF). Run at temperature 45 celsius, time 12 hour. Yields the product N1(CCCCC1)C=1C=NC(=CC1)N (3,4,5,6-tetrahydro-2H-[1,3′]bipyridinyl-6′-ylamine), oil. RXN SMILES: [N+:1]([C:4]1[N:9]=[CH:8][C:7]([N:10]2[CH2:15][CH2:14][CH2:13][CH2:12][CH2:11]2)=[CH:6][CH:5]=1)([O-])=O.O.C(O)(=O)C>C1COCC1.[Fe]>[N:10]1([C:7]2[CH:8]=[N:9][C:4]([NH2:1])=[CH:5][CH:6]=2)[CH2:11][CH2:12][CH2:13][CH2:14][CH2:15]1. Reported procedure: To 6′-Nitro-3,4,5,6-tetrahydro-2H-[1,3′]bipyridinyl (0.25 g) in THF (8 mL) was added iron (0.539 mg) and water (2.5 mL). Then acetic acid (0.35 mL) was added dropwise and the mixture was allowed to stir at 45° C. for 12 hours. TLC analysis confirmed complete consumption of the starting material. The suspension was filtered through celite and the filter cake was washed well with ethyl acetate. The filtrate was concentrated in vacuo prior to addition of 2N NaOH. The aqueous layer was saturated wit... Reactants: [H-].[Na+] (Sodium hydride), NC1=C(C=CC(=C1)C(F)(F)F)S (2-amino-4-trifluoromethyl-benzenethiol), ICC#N (iodoacetonitrile). Run in CN(C=O)C (dimethylformamide). Run at time 15 minute. Product: NC1=C(C=CC(=C1)C(F)(F)F)SCC#N ((2-Amino-4-trifluoromethylphenylsulfanyl)acetonitrile). Reaction SMILES: [H-].[Na+].[NH2:3][C:4]1[CH:9]=[C:8]([C:10]([F:13])([F:12])[F:11])[CH:7]=[CH:6][C:5]=1[SH:14].I[CH2:16][C:17]#[N:18]>CN(C)C=O>[NH2:3][C:4]1[CH:9]=[C:8]([C:10]([F:11])([F:12])[F:13])[CH:7]=[CH:6][C:5]=1[S:14][CH2:16][C:17]#[N:18] |f:0.1|. Reported procedure: Sodium hydride (2.93 g, 60% dispersion in mineral oil) was added at 5-10° C. under nitrogen in small portions to a stirred and cooled solution of 2-amino-4-trifluoromethyl-benzenethiol (8.00 g) dissolved in dry dimethylformamide (125 ml). After stirring for 45 min iodoacetonitrile (2.65 ml) was added. Stirring was continued at ˜0° C. for 15 min and then at room temperature for 1 h. The mixture was concentrated in vacuo at 55° C. and the oily residue was extracted with petroleum ether (3×50 ml) i... Reactants: aqueous solution, [OH-].[Na+] (sodium hydroxide), C(C)(C)(C)OC(=O)C1=C(C=CC=C1)C1=CC=C(C=C1)CN1C(=NC(=C1C#N)C(CCC)O)CCC (1-[(2'-t-butoxycarbonylbiphenyl-4-yl)methyl]-4-(1-hydroxybutyl)-2-propylimidazole-5-carbonitrile). Run in C(C)O (ethanol). Yields the product C(C)(C)(C)OC(=O)C1=C(C=CC=C1)C1=CC=C(C=C1)CN1C(=NC(=C1C(=O)N)C(CCC)O)CCC (1-[(2'-t-Butoxycarbonylbiphenyl-4-yl)methyl]-4-(1-hydroxybutyl)-2-propylimidazole-5-carboxamide). As a reaction SMILES: [OH-:1].[Na+].[C:3]([O:7][C:8]([C:10]1[CH:15]=[CH:14][CH:13]=[CH:12][C:11]=1[C:16]1[CH:21]=[CH:20][C:19]([CH2:22][N:23]2[C:27]([C:28]#[N:29])=[C:26]([CH:30]([OH:34])[CH2:31][CH2:32][CH3:33])[N:25]=[C:24]2[CH2:35][CH2:36][CH3:37])=[CH:18][CH:17]=1)=[O:9])([CH3:6])([CH3:5])[CH3:4]>C(O)C>[C:3]([O:7][C:8]([C:10]1[CH:15]=[CH:14][CH:13]=[CH:12][C:11]=1[C:16]1[CH:21]=[CH:20][C:19]([CH2:22][N:23]2[C:27]([C:28]([NH2:29])=[O:1])=[C:26]([CH:30]([OH:34])[CH2:31][CH2:32][CH3:33])[N:25]=[C:24]2[CH2:35][CH2:36][CH3:37])=[CH:18][CH:17]=1)=[O:9])([CH3:6])([CH3:5])[CH3:4] |f:0.1|. Procedure details: 16 ml of a 1N aqueous solution of sodium hydroxide were added to a solution of 1.07 g of 1-[(2'-t-butoxycarbonylbiphenyl-4-yl)methyl]-4-(1-hydroxybutyl)-2-propylimidazole-5-carbonitrile [prepared as described in step (b) above] in 16 ml of ethanol, and the resulting mixture was worked up in a similar manner to that described in Example 45(c), to afford 0.82 g of the title compound as an amorphous solid. The reactants are ClCCl, CC(=O)Cl, Oc1ccc2c(c1)C13CCN(CC4CC4)C(C2)C1(O)CCOC3, c1ccncc1. The product is CC(=O)Oc1ccc2c(c1)C13CCN(CC4CC4)C(C2)C1(O)CCOC3. As a reaction SMILES: [CH2:34]([Cl:35])[Cl:36].[CH3:24][C:25]([Cl:26])=[O:27].[CH:1]1([CH2:4][N:5]2[CH:6]3[C:7]4([OH:23])[CH2:8][CH2:9][O:10][CH2:11][C:12]4([c:13]4[cH:14][c:15]([OH:20])[cH:16][cH:17][c:18]4[CH2:19]3)[CH2:21][CH2:22]2)[CH2:2][CH2:3]1.[cH:28]1[cH:29][cH:30][n:31][cH:32][cH:33]1>>[CH:1]1([CH2:4][N:5]2[CH:6]3[C:7]4([OH:23])[CH2:8][CH2:9][O:10][CH2:11][C:12]4([c:13]4[cH:14][c:15]([O:20][C:25]([CH3:24])=[O:27])[cH:16][cH:17][c:18]4[CH2:19]3)[CH2:21][CH2:22]2)[CH2:2][CH2:3]1. Reaction SMILES: [CH3:1][C:2]1[CH:3]=[CH:4][C:5](=[O:15])[N:6]([CH:8]2[CH2:13][CH2:12][C:11](=O)[CH2:10][CH2:9]2)[CH:7]=1.[NH:16]1[CH2:19][CH:18]([NH:20][C:21]([CH2:23][NH:24][C:25](=[O:36])[C:26]2[CH:31]=[CH:30][CH:29]=[C:28]([C:32]([F:35])([F:34])[F:33])[CH:27]=2)=[O:22])[CH2:17]1>>[CH3:1][C:2]1[CH:3]=[CH:4][C:5](=[O:15])[N:6]([CH:8]2[CH2:13][CH2:12][CH:11]([N:16]3[CH2:19][CH:18]([NH:20][C:21]([CH2:23][NH:24][C:25](=[O:36])[C:26]4[CH:31]=[CH:30][CH:29]=[C:28]([C:32]([F:35])([F:33])[F:34])[CH:27]=4)=[O:22])[CH2:17]3)[CH2:10][CH2:9]2)[CH:7]=1. Product: CC=1C=CC(N(C1)C1CCC(CC1)N1CC(C1)NC(=O)CNC(C1=CC(=CC=C1)C(F)(F)F)=O)=O (N-({1-[4-(5-Methyl-2-oxo-2H-pyridin-1-yl)-cyclohexyl]-azetidin-3-ylcarbamoyl}-methyl)-3-trifluoromethyl-benzamide). Procedure: The title compounds were prepared as white solids from the reductive amination of 5-methyl-1-(4-oxo-cyclohexyl)-1H-pyridin-2-one (as prepared in the previous step) and N-(azetidin-3-ylcarbamoylmethyl)-3-trifluoromethyl-benzamide (as prepared in Example 2 Step C) using the procedure described in Step D of Example 1. Reactants: CC=1C=CC(N(C1)C1CCC(CC1)=O)=O (5-methyl-1-(4-oxo-cyclohexyl)-1H-pyridin-2-one), N1CC(C1)NC(=O)CNC(C1=CC(=CC=C1)C(F)(F)F)=O (N-(azetidin-3-ylcarbamoylmethyl)-3-trifluoromethyl-benzamide).